From a dataset of the Open Reaction Database (ORD), a public repository of structured organic reaction records. describe an organic reaction: reactants, conditions, products, and yield The reactants are C=CCOCC=O, CCOCC, [Cl-], N, [NH4+], N#C[Na], O, O. Yields the product C=CCOCC(N)C#N. Reaction SMILES: [CH2:8]([CH:9]=[CH2:10])[O:11][CH2:12][CH:13]=[O:14].[CH3:15][CH2:16][O:17][CH2:18][CH3:19].[Cl-:3].[NH3:2].[NH4+:4].[Na:5][C:6]#[N:7].[OH2:1].[OH2:20]>>[NH2:2][CH:13]([C:6]#[N:7])[CH2:12][O:11][CH2:8][CH:9]=[CH2:10]. The reactants are C(C)OC1=CC=C(\C=C/2\C(N(C(S2)=O)CCC)=O)C=C1 ((Z)-5-(4-ethoxybenzylidene)-3-propylthiazolidine-2,4-dione), C(C)OC1=CC=C(\C=C/2\C(NC(S2)=O)=O)C=C1 ((Z)-5-(4-ethoxybenzylidene)thiazolidine-2,4-dione), C(C1=CC=CC=C1)Br (benzyl bromide), C([O-])([O-])=O.[K+].[K+] (potassium carbonate). Product: C(C1=CC=CC=C1)N1C(S\C(\C1=O)=C/C1=CC=C(C=C1)OCC)=O ((Z)-3-benzyl-5-(4-ethoxybenzylidene)thiazolidine-2,4-dione). Reaction SMILES: [CH2:1]([O:3][C:4]1[CH:17]=[CH:16][C:7](/[CH:8]=[C:9]2/[C:10](=[O:15])[NH:11][C:12](=[O:14])[S:13]/2)=[CH:6][CH:5]=1)[CH3:2].[CH2:18](Br)[C:19]1[CH:24]=[CH:23][CH:22]=[CH:21][CH:20]=1.C(=O)([O-])[O-].[K+].[K+].C(OC1C=CC(/C=C2/C(=O)N(CCC)C(=O)S/2)=CC=1)C>>[CH2:18]([N:11]1[C:10](=[O:15])/[C:9](=[CH:8]/[C:7]2[CH:16]=[CH:17][C:4]([O:3][CH2:1][CH3:2])=[CH:5][CH:6]=2)/[S:13][C:12]1=[O:14])[C:19]1[CH:24]=[CH:23][CH:22]=[CH:21][CH:20]=1 |f:2.3.4|. Procedure details: The title compound 28i was prepared from compound 2 (75 mg, 0.30 mmol), benzyl bromide (39 μL, 0.33 mmol) and potassium carbonate (83 mg, 0.60 mmol) in a manner similar to that described for 28d in 99.6% (101 mg) yield as a white solid. The reactants are CCN=C=O, COc1ccc(-c2sc(N)nc2C)cc1, C1COCCO1. The product is CCNC(=O)Nc1nc(C)c(-c2ccc(OC)cc2)s1. As a reaction SMILES: [CH2:1]([CH3:2])[N:3]=[C:4]=[O:5].[CH3:6][O:7][c:8]1[cH:9][cH:10][c:11](-[c:14]2[c:15]([CH3:20])[n:16][c:17]([NH2:19])[s:18]2)[cH:12][cH:13]1.[O:21]1[CH2:22][CH2:23][O:24][CH2:25][CH2:26]1>>[CH2:1]([CH3:2])[NH:3][C:4](=[O:5])[NH:19][c:17]1[n:16][c:15]([CH3:20])[c:14](-[c:11]2[cH:10][cH:9][c:8]([O:7][CH3:6])[cH:13][cH:12]2)[s:18]1.